Dataset: the Open Reaction Database (ORD), a public repository of structured organic reaction records. Task: describe an organic reaction: reactants, conditions, products, and yield Reactants: SC1=NC=CC=N1 (2-mercaptopyrimidine), [OH-].[K+] (potassium hydroxide), N1(CCCCC1)CC1=CC(=NC=C1)OC\C=C/CNC(CCCCl)=O (N-[4-(4-piperidinomethyl-2-pyridyloxy)-cis-2-butenyl]-4-chlorobutyramide). The solvent is CO (methanol). The product is N1(CCCCC1)CC1=CC(=NC=C1)OC\C=C/CNC(CCCSC1=NC=CC=N1)=O (N-[4-(4-Piperidinomethyl-2-pyridyloxy) -cis-2-butenyl]-4-(2-pyrimidinylthio) butyramide). The yield is 92.7%. RXN SMILES: [SH:1][C:2]1[N:7]=[CH:6][CH:5]=[CH:4][N:3]=1.[OH-].[K+].[N:10]1([CH2:16][C:17]2[CH:22]=[CH:21][N:20]=[C:19]([O:23][CH2:24]/[CH:25]=[CH:26]\[CH2:27][NH:28][C:29](=[O:34])[CH2:30][CH2:31][CH2:32]Cl)[CH:18]=2)[CH2:15][CH2:14][CH2:13][CH2:12][CH2:11]1>CO>[N:10]1([CH2:16][C:17]2[CH:22]=[CH:21][N:20]=[C:19]([O:23][CH2:24]/[CH:25]=[CH:26]\[CH2:27][NH:28][C:29](=[O:34])[CH2:30][CH2:31][CH2:32][S:1][C:2]3[N:7]=[CH:6][CH:5]=[CH:4][N:3]=3)[CH:18]=2)[CH2:15][CH2:14][CH2:13][CH2:12][CH2:11]1 |f:1.2|. Procedure: 2.78 g of 2-mercaptopyrimidine were added to a solution of 1.95 g of 85% potassium hydroxide and 9.03 g of N-[4-(4-piperidinomethyl-2-pyridyloxy)-cis-2-butenyl]-4-chlorobutyramide (prepared as described in Preparation 2) in 140 ml of methanol, and the resulting mixture was heated under reflux for 15 hours. At the end of this time, the reaction mixture was cooled, and the solvent was removed by distillation under reduced pressure. The resulting residue was mixed with water, and the aqueous mixtur... The reactants are C(#N)C=1C=C(C=C(C1)F)C(C(C)NC(C(C)(C)OC1=NC=C(C=C1)C(F)(F)F)=O)CC1=CC=C(C=C1)O (N-[2-(3-cyano-5-fluorophenyl)-3-(4-hydroxyphenyl)-1-methylpropyl]-2-(5-trifluoromethyl-2-pyridyloxy)-2-methylpropanamide), C([O-])([O-])=O.[Cs+].[Cs+] (cesium carbonate), CI (methyl iodide). Run in CN(C=O)C (dimethylformamide), CCOCC (ether). The product is C(#N)C=1C=C(C=C(C1)F)C(C(C)NC(C(C)(C)OC1=NC=C(C=C1)C(F)(F)F)=O)CC1=CC=C(C=C1)OC (N-[2-(3-Cyano-5-fluorophenyl)-3-(4-methoxyphenyl)-1-methylpropyl]-2-(5-trifluoromethyl-2-pyridyloxy)-2-methylpropanamide). RXN SMILES: [C:1]([C:3]1[CH:4]=[C:5]([CH:10]([CH2:30][C:31]2[CH:36]=[CH:35][C:34]([OH:37])=[CH:33][CH:32]=2)[CH:11]([NH:13][C:14](=[O:29])[C:15]([O:18][C:19]2[CH:24]=[CH:23][C:22]([C:25]([F:28])([F:27])[F:26])=[CH:21][N:20]=2)([CH3:17])[CH3:16])[CH3:12])[CH:6]=[C:7]([F:9])[CH:8]=1)#[N:2].[C:38](=O)([O-])[O-].[Cs+].[Cs+].CI>CN(C)C=O.CCOCC>[C:1]([C:3]1[CH:4]=[C:5]([CH:10]([CH2:30][C:31]2[CH:36]=[CH:35][C:34]([O:37][CH3:38])=[CH:33][CH:32]=2)[CH:11]([NH:13][C:14](=[O:29])[C:15]([O:18][C:19]2[CH:24]=[CH:23][C:22]([C:25]([F:28])([F:27])[F:26])=[CH:21][N:20]=2)([CH3:17])[CH3:16])[CH3:12])[CH:6]=[C:7]([F:9])[CH:8]=1)#[N:2] |f:1.2.3|. Procedure: To a solution of N-[2-(3-cyano-5-fluorophenyl)-3-(4-hydroxyphenyl)-1-methylpropyl]-2-(5-trifluoromethyl-2-pyridyloxy)-2-methylpropanamide from Example 7, Step B (14 mg, 0.028 mmol) in 1.5 mL of dimethylformamide at 0° C. was added cesium carbonate (14 mg, 0.042 mmol) and methyl iodide (5 uL, 0.084 mmol), and the reaction was allowed to warm up to room temperature over 2 h. The resulting mixture was diluted with ether (20 mL), washed with water and brine and concentrated to dryness. The residue w... RXN SMILES: C(Cl)(Cl)Cl.[CH3:5][CH2:6]/[C:7](/[C:28]1[CH:33]=[CH:32][CH:31]=[CH:30][CH:29]=1)=[C:8](/[C:16]1[CH:21]=[CH:20][C:19]([O:22][CH2:23][CH2:24][N:25]([CH3:27])[CH3:26])=[CH:18][CH:17]=1)\[C:9]1[CH:14]=[CH:13][C:12]([OH:15])=[CH:11][CH:10]=1>CC(C)=O>[CH3:5][CH2:6]/[C:7](/[C:28]1[CH:33]=[CH:32][CH:31]=[CH:30][CH:29]=1)=[C:8](/[C:16]1[CH:21]=[CH:20][C:19]([O:22][CH2:23][CH2:24][N:25]([CH3:27])[CH3:26])=[CH:18][CH:17]=1)\[C:9]1[CH:10]=[CH:11][C:12]([OH:15])=[CH:13][CH:14]=1.[CH3:11][C:12]([CH3:13])=[O:15] |f:3.4|. Reported procedure: 0.1 mol of the chloroform or perchloroethylene complex of Z-4-hydroxytamoxifen from Examples (1c1) and (1c2) are recrystallized from 300 ml of acetone and suction filtered at 10° C. Run in CC(=O)C (acetone). Starting materials: C(Cl)(Cl)Cl (chloroform), CC/C(=C(\C1=CC=C(C=C1)O)/C2=CC=C(C=C2)OCCN(C)C)/C3=CC=CC=C3 (Z-4-hydroxytamoxifen). The product is CC/C(=C(\C1=CC=C(C=C1)O)/C2=CC=C(C=C2)OCCN(C)C)/C3=CC=CC=C3.CC(=O)C (Z-4-Hydroxytamoxifen acetone). Starting materials: C1(CCC2=CC=CC=C12)=O (1-indanone), Cl.NO (hydroxylamine HCl), C([O-])([O-])=O.[K+].[K+] (potassium carbonate), CO (methanol). Solvent: O (water), O (water). Product: ON=C1CCC2=CC=CC=C12 (2,3-DIHYDRO-1-(HYDROXYIMINO)-1H-INDENE). As a reaction SMILES: [C:1]1(=O)[C:9]2[C:4](=[CH:5][CH:6]=[CH:7][CH:8]=2)[CH2:3][CH2:2]1.Cl.[NH2:12][OH:13].C(=O)([O-])[O-].[K+].[K+].CO>O>[OH:13][N:12]=[C:1]1[C:9]2[C:4](=[CH:5][CH:6]=[CH:7][CH:8]=2)[CH2:3][CH2:2]1 |f:1.2,3.4.5|. Procedure: A mixture of 1-indanone (100 g), hydroxylamine HCl (183 g), potassium carbonate (183 g), methanol (1700 ml) and water (170 ml) was heated at reflux for 18 hours, then cooled and poured into water. The title compound was filtered, washed with water and air-dried. Reactants: CN(CC#C)C (dimethyl-prop-2-ynyl-amine), BrC=1C=C2CN(C(C2=C(C1)Cl)=O)CC1=CC=C(C=C1)OC1=CC=CC=C1 (5-bromo-7-chloro-2-(4-phenoxy-benzyl)-2,3-dihydro-isoindol-1-one), C(Cl)(Cl)Cl.CO (CHCl3 MeOH). The reagents and catalysts are Cl[Pd]([P](C1=CC=CC=C1)(C2=CC=CC=C2)C3=CC=CC=C3)([P](C4=CC=CC=C4)(C5=CC=CC=C5)C6=CC=CC=C6)Cl (PdCl2(PPh3)2), [Cu]I (CuI). Solvent: C(C)(C)NC(C)C (diisopropyl amine). Run at temperature 100 celsius, time 2 hour. Yields the product ClC=1C=C(C=C2CN(C(C12)=O)CC1=CC=C(C=C1)OC1=CC=CC=C1)C#CCN(C)C (7-chloro-5-(3-dimethylamino-prop-1-ynyl)-2-(4-phenoxy-benzyl)-2,3-dihydro-isoindol-1-one). Isolated yield 78.7%. Reaction SMILES: [CH3:1][N:2]([CH3:6])[CH2:3][C:4]#[CH:5].Br[C:8]1[CH:9]=[C:10]2[C:14](=[C:15]([Cl:17])[CH:16]=1)[C:13](=[O:18])[N:12]([CH2:19][C:20]1[CH:25]=[CH:24][C:23]([O:26][C:27]3[CH:32]=[CH:31][CH:30]=[CH:29][CH:28]=3)=[CH:22][CH:21]=1)[CH2:11]2.C(Cl)(Cl)Cl.CO>C(NC(C)C)(C)C.Cl[Pd](Cl)([P](C1C=CC=CC=1)(C1C=CC=CC=1)C1C=CC=CC=1)[P](C1C=CC=CC=1)(C1C=CC=CC=1)C1C=CC=CC=1.[Cu]I>[Cl:17][C:15]1[CH:16]=[C:8]([C:5]#[C:4][CH2:3][N:2]([CH3:6])[CH3:1])[CH:9]=[C:10]2[C:14]=1[C:13](=[O:18])[N:12]([CH2:19][C:20]1[CH:21]=[CH:22][C:23]([O:26][C:27]3[CH:28]=[CH:29][CH:30]=[CH:31][CH:32]=3)=[CH:24][CH:25]=1)[CH2:11]2 |f:2.3,^1:48,67|. Procedure: A mixture of dimethyl-prop-2-ynyl-amine (0.036 mL, 0.32 mmol), 5-bromo-7-chloro-2-(4-phenoxy-benzyl)-2,3-dihydro-isoindol-1-one (0.120 g, 0.28 mmol), PdCl2(PPh3)2 (0.011 g, 0.015 mmol), and CuI (0.0028 g, 0.015 mmol) in diisopropyl amine (4 mL) was stirred at 100° C. for 2 h. Workup and silica gel column chromatography using 10:1 CHCl3-MeOH afforded 7-chloro-5-(3-dimethylamino-prop-1-ynyl)-2-(4-phenoxy-benzyl)-2,3-dihydro-isoindol-1-one (0.095 g, 79%). 1H NMR (300 MHz, CDCl3): δ (ppm) 2.36 (s, 6... Reactants: Brc1cccnc1, O=C([O-])[O-], C#CCO, COCCOC, I[Cu]I, [K+], [K+], c1ccc(P(c2ccccc2)c2ccccc2)cc1. Product: OCC#Cc1cccnc1. Reaction SMILES: [Br:1][c:2]1[cH:3][n:4][cH:5][cH:6][cH:7]1.[C:27](=[O:28])([O-:29])[O-:30].[CH2:33]([C:34]#[CH:35])[OH:36].[CH2:37]([CH2:38][O:39][CH3:40])[O:41][CH3:42].[Cu:43]([I:44])[I:45].[K+:31].[K+:32].[c:8]1([P:9]([c:10]2[cH:11][cH:12][cH:13][cH:14][cH:15]2)[c:16]2[cH:17][cH:18][cH:19][cH:20][cH:21]2)[cH:22][cH:23][cH:24][cH:25][cH:26]1>>[c:2]1([C:35]#[C:34][CH2:33][OH:36])[cH:3][n:4][cH:5][cH:6][cH:7]1. Reactants: C1CCOC1, COC(=O)Cc1ccc(OC2CCN(C(=O)OC(C)(C)C)CC2)cc1OC, [Li+], [OH-]. Yields the product COc1cc(OC2CCN(C(=O)OC(C)(C)C)CC2)ccc1CC(=O)O. RXN SMILES: [CH2:30]1[O:31][CH2:32][CH2:33][CH2:34]1.[CH3:1][O:2][c:3]1[c:4]([CH2:23][C:24](=[O:25])[O:26][CH3:27])[cH:5][cH:6][c:7]([O:9][CH:10]2[CH2:11][CH2:12][N:13]([C:16](=[O:17])[O:18][C:19]([CH3:20])([CH3:21])[CH3:22])[CH2:14][CH2:15]2)[cH:8]1.[Li+:28].[OH-:29]>>[CH3:1][O:2][c:3]1[c:4]([CH2:23][C:24](=[O:25])[OH:26])[cH:5][cH:6][c:7]([O:9][CH:10]2[CH2:11][CH2:12][N:13]([C:16](=[O:17])[O:18][C:19]([CH3:20])([CH3:21])[CH3:22])[CH2:14][CH2:15]2)[cH:8]1.